This data is from the Open Reaction Database (ORD), a public repository of structured organic reaction records. The task is: describe an organic reaction: reactants, conditions, products, and yield Reactants: BrCCOC (1-Bromo-2-methoxy-ethane), [H-].[Na+] (Sodium hydride), ice, FC1=C(C=CC(=C1)F)C1=NC(=CC2=CC(=CC=C12)O)NC1=NNC(=C1)C (1-(2,4-difluoro-phenyl)-3-(5-methyl-1H-pyrazol-3-ylamino)-isoquinolin-6-ol). Run in CN(C=O)C (DMF), CN(C=O)C (N,N-dimethylformamide), CO (methanol). Run at time 30 minute. Yields the product FC1=C(C=CC(=C1)F)C1=NC(=CC2=CC(=CC=C12)OCCOC)NC1=NNC(=C1)C ([1-(2,4-difluoro-phenyl)-6-(2-methoxy-ethoxy)-isoquinolin-3-yl]-(5-methyl-1H-pyrazol-3-yl)-amine). Yield: 23.0%. As a reaction SMILES: [H-].[Na+].[F:3][C:4]1[CH:9]=[C:8]([F:10])[CH:7]=[CH:6][C:5]=1[C:11]1[C:20]2[C:15](=[CH:16][C:17]([OH:21])=[CH:18][CH:19]=2)[CH:14]=[C:13]([NH:22][C:23]2[CH:27]=[C:26]([CH3:28])[NH:25][N:24]=2)[N:12]=1.Br[CH2:30][CH2:31][O:32][CH3:33]>CN(C)C=O.CO>[F:3][C:4]1[CH:9]=[C:8]([F:10])[CH:7]=[CH:6][C:5]=1[C:11]1[C:20]2[C:15](=[CH:16][C:17]([O:21][CH2:30][CH2:31][O:32][CH3:33])=[CH:18][CH:19]=2)[CH:14]=[C:13]([NH:22][C:23]2[CH:27]=[C:26]([CH3:28])[NH:25][N:24]=2)[N:12]=1 |f:0.1|. Procedure: Sodium hydride (17 mg, 60%) was added slowly to an ice-cooled solution of 1-(2,4-difluoro-phenyl)-3-(5-methyl-1H-pyrazol-3-ylamino)-isoquinolin-6-ol (150 mg) in 2 mL N,N-dimethylformamide (DMF). After stirred for 30 min, 1-Bromo-2-methoxy-ethane (59 mg) in 1 mL DMF was added cautiously by syringe. The mixture was warmed to room temperature and stirred overnight, then diluted with 1 mL methanol and directly sent to prep-HPLC. The product [1-(2,4-difluoro-phenyl)-6-(2-methoxy-ethoxy)-isoquinolin-3...